Dataset: the Open Reaction Database (ORD), a public repository of structured organic reaction records. Task: describe an organic reaction: reactants, conditions, products, and yield The reactants are C(C)(=O)NC1CC2=CC=CC=C2C1 (N-acetyl-2-indanamine), N (ammonia), ClS(=O)(=O)O (chlorosulfonic acid), C(C)(=O)NC1CC2=CC=C(C=C2C1)S(N)(=O)=O (N-acetyl-5-sulfamyl-2-indanamine). Run in C1CCOC1 (THF), O (water). Run at temperature 25 celsius. The product is S(N)(=O)(=O)C=1C=C2CC(CC2=CC1)N (5-sulfamyl-2-indanamine). Reaction SMILES: C(NC1CC2C(=CC=CC=2)C1)(=O)C.ClS(O)(=O)=O.C([NH:22][CH:23]1[CH2:31][C:30]2[C:25](=[CH:26][CH:27]=[C:28]([S:32](=[O:35])(=[O:34])[NH2:33])[CH:29]=2)[CH2:24]1)(=O)C.N>C1COCC1.O>[S:32]([C:28]1[CH:29]=[C:30]2[C:25](=[CH:26][CH:27]=1)[CH2:24][CH:23]([NH2:22])[CH2:31]2)(=[O:34])(=[O:35])[NH2:33]. Procedure details: 1.75 g. of N-acetyl-2-indanamine (0.01 mole) was added to 20 g. of chlorosulfonic acid (0.18 mole), stirred at -60° C. and allowed to warm to 25° C. The mixture was stirred until the reaction was complete, poured into cold water and extracted with ethyl acetate. Evaporation gave the crude N-acetyl-5-chlorosulfonyl-2-indanamine which was converted to N-acetyl-5-sulfamyl-2-indanamine with ammonia in THF. The N-acetyl sulfonamide was purified by recrystallization from water, m.p. 237°-239° C. and h... Reactants: FC1=CC=C(C=C1)C1(CCCCC1)CCC1=C2C(=NO1)C1=CC=C(C=C1CC2)C=O (3-(2-(1-(4-fluorophenyl)cyclohexyl)ethyl)-4,5-dihydronaphtho[1,2-c]isoxazole-7-carbaldehyde), N1CC(C1)C(=O)O (azetidine-3-carboxylic acid), C(#N)[BH3-].[Na+] (sodium cyanoborohydride). Reagents/catalysts: C(C)(=O)O (acetic acid). Solvent: CO (methanol), ClC(C)Cl (dichloroethane). Reaction conditions: temperature 60 celsius, time 8 hour. The product is FC1=CC=C(C=C1)C1(CCCCC1)CCC1=C2C(=NO1)C1=CC=C(C=C1CC2)CN2CC(C2)C(=O)O (1-((3-(2-(1-(4-fluorophenyl)cyclohexyl)ethyl)-4,5-dihydronaphtho[1,2-c]isoxazol-7-yl)methyl)azetidine-3-carboxylic acid). Isolated yield 4.2%. RXN SMILES: [F:1][C:2]1[CH:7]=[CH:6][C:5]([C:8]2([CH2:14][CH2:15][C:16]3[O:20][N:19]=[C:18]4[C:21]5[C:26]([CH2:27][CH2:28][C:17]=34)=[CH:25][C:24]([CH:29]=O)=[CH:23][CH:22]=5)[CH2:13][CH2:12][CH2:11][CH2:10][CH2:9]2)=[CH:4][CH:3]=1.[NH:31]1[CH2:34][CH:33]([C:35]([OH:37])=[O:36])[CH2:32]1.C([BH3-])#N.[Na+]>CO.ClC(Cl)C.C(O)(=O)C>[F:1][C:2]1[CH:7]=[CH:6][C:5]([C:8]2([CH2:14][CH2:15][C:16]3[O:20][N:19]=[C:18]4[C:21]5[C:26]([CH2:27][CH2:28][C:17]=34)=[CH:25][C:24]([CH2:29][N:31]3[CH2:34][CH:33]([C:35]([OH:37])=[O:36])[CH2:32]3)=[CH:23][CH:22]=5)[CH2:13][CH2:12][CH2:11][CH2:10][CH2:9]2)=[CH:4][CH:3]=1 |f:2.3|. Procedure details: To a solution of the 3-(2-(1-(4-fluorophenyl)cyclohexyl)ethyl)-4,5-dihydronaphtho[1,2-c]isoxazole-7-carbaldehyde (Preparation 26C, 89 mg, 0.22 mmol) and the azetidine-3-carboxylic acid (26.7 mg, 0.264 mmol) in methanol (1.5 mL) and dichloroethane (1.5 mL) at room temperature was added 4 to 5 drops of glacial acetic acid. The reaction mixture was heated at 60° C. for 1 hr, cooled to room temperature, and then treated with sodium cyanoborohydride (16.59 mg, 0.264 mmol). The reaction was stirred ov... Yield: 49.5%. Run in C(C)OCC (diethyl ether), C(C)OCC (diethyl ether), C(C)OCC (diethyl ether), O1CCCC1 (tetrahydrofuran). Reaction SMILES: [Mg].II.[Cl:4][C:5]1[CH:10]=[CH:9][C:8](I)=[CH:7][C:6]=1[Cl:12].[O:13]=[C:14]1[C:23]2[C:18](=[CH:19][CH:20]=[CH:21][CH:22]=2)[CH:17]([N:24]([CH3:28])[C:25](=[O:27])[CH3:26])[CH2:16][CH2:15]1.S(=O)(=O)(O)O>C(OCC)C.O1CCCC1>[Cl:12][C:6]1[CH:7]=[C:8]([C:14]2([OH:13])[C:23]3[C:18](=[CH:19][CH:20]=[CH:21][CH:22]=3)[CH:17]([N:24]([CH3:28])[C:25](=[O:27])[CH3:26])[CH2:16][CH2:15]2)[CH:9]=[CH:10][C:5]=1[Cl:4]. Procedure details: Magnesium turnings (2.04 g) and a crystal of iodine were stirred in dry diethyl ether (24 ml) as a solution of 1,2-dichloro-4-iodobenzene (23.17 g) in dry diethyl ether (60 ml) was added over 15 minutes. The mixture was stirred for 15 minutes and refluxed for a further 15 minutes to complete formation of the Grignard reagent. The mixture was cooled to room temperature and a solution of N-(1,2,3,4-tetrahydro-4-keto-1-naphthyl)-N-methylacetamide (12.3 g) in dry tetrahydrofuran (134 ml ) was added ... Run at time 15 minute. Product: ClC=1C=C(C=CC1Cl)C1(CCC(C2=CC=CC=C12)N(C(C)=O)C)O (N-[4-(3,4-Dichlorophenyl)-1,2,3,4-tetrahydro-4-hydroxy-1-naphthyl]-N-methylacetamide). The reactants are S(O)(O)(=O)=O (sulphuric acid), [Mg] (Magnesium), II (iodine), ClC1=C(C=C(C=C1)I)Cl (1,2-dichloro-4-iodobenzene), gum, Grignard reagent, O=C1CCC(C2=CC=CC=C12)N(C(C)=O)C (N-(1,2,3,4-tetrahydro-4-keto-1-naphthyl)-N-methylacetamide).